This data is from the Open Reaction Database (ORD), a public repository of structured organic reaction records. The task is: describe an organic reaction: reactants, conditions, products, and yield The reactants are C(C1=CC=CC=C1)N (benzylamine), ClC(C(=O)OC(C)(C)C)C (tert-butyl 2-chloropropionate). Run in C1=CC=CC=C1 (benzene), [OH-].[Na+] (NaOH), C1=CC=CC=C1 (benzene). Run at time 1 hour. Product: C(C)(C)(C)OC([C@@H](NCC1=CC=CC=C1)C)=O (N-benzylalanine tert-butyl ester). Yield: 92.9%. RXN SMILES: [CH2:1]([NH2:8])[C:2]1[CH:7]=[CH:6][CH:5]=[CH:4][CH:3]=1.Cl[CH:10]([CH3:18])[C:11]([O:13][C:14]([CH3:17])([CH3:16])[CH3:15])=[O:12]>C1C=CC=CC=1.[OH-].[Na+]>[C:14]([O:13][C:11](=[O:12])[C@H:10]([CH3:18])[NH:8][CH2:1][C:2]1[CH:7]=[CH:6][CH:5]=[CH:4][CH:3]=1)([CH3:17])([CH3:16])[CH3:15] |f:3.4|. Procedure details: To 65.0 g of benzylamine in 100 ml of benzene was added with stirring 25.0 g of tert-butyl 2-chloropropionate over a period of 30 minutes, while maintaining the temperature at 30°-70° C. The reaction mixture was held at 70° C for an additional one hour. At the end of this period, the reaction mixture was taken up in 70 ml of 2N NaOH solution and 80 ml of benzene, transferred into a separatory funnel and well shaken. The benzene solution was separated, washed with water, dried over anhydrous sodi... Reactants: ClS(=O)(=O)C=1C=C(C(=O)O)C=CC1F (3-chlorosulfonyl-4-fluoro benzoic acid), C(C(=O)Cl)(=O)Cl (oxalyl chloride). Reagents/catalysts: CN(C)C=O (N,N,-dimethylformamide). Run in C(Cl)Cl (methylene chloride). Conditions: time 4 hour. Product: ClS(=O)(=O)C=1C=C(C(=O)Cl)C=CC1F (3-Chlorosulfonyl-4-fluoro benzoyl chloride). As a reaction SMILES: [Cl:1][S:2]([C:5]1[CH:6]=[C:7]([CH:11]=[CH:12][C:13]=1[F:14])[C:8](O)=[O:9])(=[O:4])=[O:3].C(Cl)(=O)C([Cl:18])=O>C(Cl)Cl.CN(C=O)C>[Cl:1][S:2]([C:5]1[CH:6]=[C:7]([CH:11]=[CH:12][C:13]=1[F:14])[C:8]([Cl:18])=[O:9])(=[O:4])=[O:3]. Reported procedure: To a suspension of 3-chlorosulfonyl-4-fluoro benzoic acid (2.5 g, 10 mmol) in methylene chloride at 0° C. is added oxalyl chloride (1.33 g, 11 mmol), followed by the addition of 1 drop of N,N,-dimethylformamide. The reaction mixture is warmed up to room temperature and stirred for an additional 4 h. The solvent is removed, and the residue is dried under vacuum for 1 hr to obtain the title compound as an oil, which is used for the next step without further purification.